Dataset: the Open Reaction Database (ORD), a public repository of structured organic reaction records. Task: describe an organic reaction: reactants, conditions, products, and yield Reactants: 2′-tert-butyl-4′,6′-dihydrospiro[piperidine-4,6-pyrazolo[3,4-c]pyridin]-7′(2′H), COC1=CC=C(CNC2=NC=CC3=CC=C(C=C23)C(=O)O)C=C1 (1-(4-methoxybenzylamino)isoquinoline-7-carboxylic acid), Cl.C(C)(C)(C)N1N=C2C(NC3(CC2=C1)CCNCC3)=O (2′-tert-butyl-4′,6′-dihydrospiro[piperidine-4,5′-pyrazolo[3,4-c]pyridin]-7′(2′H)-one hydrochloride salt), COC1=CC=C(CNC2=NC=CC3=CC=C(C=C23)C(=O)O)C=C1 (1-(4-methoxybenzylamino)isoquinoline-7-carboxylic acid). Product: C(C)(C)(C)N1N=C2C(NC3(CC2=C1)CCN(CC3)C(=O)C3=CC=C1C=CN=C(C1=C3)NCC3=CC=C(C=C3)OC)=O (2′-tert-butyl-1-(1-(4-methoxybenzylamino)isoquinoline-7-carbonyl)-4′,6′-dihydrospiro[piperidine-4,5′-pyrazolo[3,4-c]pyridin]-7′(2′H)-one). Procedure details: The title compound was prepared by a method analogous to that described in Example 3, using 2′-tert-butyl-4′,6′-dihydrospiro[piperidine-4,6-pyrazolo[3,4-c]pyridin]-7′(2′H)-one hydrochloride salt (Intermediate 4) and 1-(4-methoxybenzylamino)isoquinoline-7-carboxylic acid (Intermediate 27). +ESI (M+H) 553.5. RXN SMILES: Cl.[C:2]([N:6]1[CH:14]=[C:13]2[C:8]([C:9](=[O:20])[NH:10][C:11]3([CH2:19][CH2:18][NH:17][CH2:16][CH2:15]3)[CH2:12]2)=[N:7]1)([CH3:5])([CH3:4])[CH3:3].[CH3:21][O:22][C:23]1[CH:43]=[CH:42][C:26]([CH2:27][NH:28][C:29]2[C:38]3[C:33](=[CH:34][CH:35]=[C:36]([C:39](O)=[O:40])[CH:37]=3)[CH:32]=[CH:31][N:30]=2)=[CH:25][CH:24]=1>>[C:2]([N:6]1[CH:14]=[C:13]2[C:8]([C:9](=[O:20])[NH:10][C:11]3([CH2:19][CH2:18][N:17]([C:39]([C:36]4[CH:37]=[C:38]5[C:33]([CH:32]=[CH:31][N:30]=[C:29]5[NH:28][CH2:27][C:26]5[CH:25]=[CH:24][C:23]([O:22][CH3:21])=[CH:43][CH:42]=5)=[CH:34][CH:35]=4)=[O:40])[CH2:16][CH2:15]3)[CH2:12]2)=[N:7]1)([CH3:5])([CH3:3])[CH3:4] |f:0.1|. Starting materials: [Al+3], CCOC(=O)c1cc2cc(Cl)ccc2o1, ClCCl, CCOC(C)=O, CS(=O)(=O)Cl, [H-], [H-], [H-], [H-], [Li+], C1CCOC1, c1ccncc1. Yields the product ClCc1cc2cc(Cl)ccc2o1. As a reaction SMILES: [Al+3:17].[CH2:1]([O:2][C:4](=[O:3])[c:6]1[o:7][c:8]2[c:9]([cH:10]1)[cH:11][c:12]([Cl:15])[cH:13][cH:14]2)[CH3:5].[CH2:38]([Cl:39])[Cl:40].[CH3:22][CH2:23][O:24][C:25](=[O:26])[CH3:27].[CH3:28][S:29]([Cl:30])(=[O:31])=[O:32].[H-:16].[H-:19].[H-:20].[H-:21].[Li+:18].[O:33]1[CH2:34][CH2:35][CH2:36][CH2:37]1.[cH:41]1[cH:42][cH:43][n:44][cH:45][cH:46]1>>[CH2:4]([c:6]1[o:7][c:8]2[c:9]([cH:10]1)[cH:11][c:12]([Cl:15])[cH:13][cH:14]2)[Cl:30].